From a dataset of the Open Reaction Database (ORD), a public repository of structured organic reaction records. describe an organic reaction: reactants, conditions, products, and yield Reactants: COC(=O)[C@H]1N(CCC1)CC1=NC2=CC(=CC=C2C(=N1)NC1=CC=C(C=C1)C(C)(C)C)C1=NC=CC=C1C(F)(F)F ((S)-1-[4-(4-tert-butyl-phenylamino)-7-(3-trifluoromethyl-pyridin-2-yl)-quinazolin-2-ylmethyl]-pyrrolidine-2-carboxylic acid methyl ester), [Li+].[OH-] (LiOH). Run in C1CCOC1 (THF), O (H2O). Reaction conditions: temperature 50 celsius, time 2 hour. Product: C(C)(C)(C)C1=CC=C(C=C1)NC1=NC(=NC2=CC(=CC=C12)C1=NC=CC=C1C(F)(F)F)CN1[C@@H](CCC1)C(=O)O ((S)-1-[4-(4-tert-butyl-phenylamino)-7-(3-trifluoromethyl-pyridin-2-yl)-quinazolin-2-ylmethyl]-pyrrolidine-2-carboxylic acid). As a reaction SMILES: C[O:2][C:3]([C@@H:5]1[CH2:9][CH2:8][CH2:7][N:6]1[CH2:10][C:11]1[N:20]=[C:19]([NH:21][C:22]2[CH:27]=[CH:26][C:25]([C:28]([CH3:31])([CH3:30])[CH3:29])=[CH:24][CH:23]=2)[C:18]2[C:13](=[CH:14][C:15]([C:32]3[C:37]([C:38]([F:41])([F:40])[F:39])=[CH:36][CH:35]=[CH:34][N:33]=3)=[CH:16][CH:17]=2)[N:12]=1)=[O:4].[Li+].[OH-]>C1COCC1.O>[C:28]([C:25]1[CH:24]=[CH:23][C:22]([NH:21][C:19]2[C:18]3[C:13](=[CH:14][C:15]([C:32]4[C:37]([C:38]([F:40])([F:41])[F:39])=[CH:36][CH:35]=[CH:34][N:33]=4)=[CH:16][CH:17]=3)[N:12]=[C:11]([CH2:10][N:6]3[CH2:7][CH2:8][CH2:9][C@H:5]3[C:3]([OH:4])=[O:2])[N:20]=2)=[CH:27][CH:26]=1)([CH3:31])([CH3:29])[CH3:30] |f:1.2|. Procedure details: To a mixture of (S)-1-[4-(4-tert-butyl-phenylamino)-7-(3-trifluoromethyl-pyridin-2-yl)-quinazolin-2-ylmethyl]-pyrrolidine-2-carboxylic acid methyl ester (140 mg, 0.248 mmol) in THF (20 ml) and H2O (20 ml), add LiOH (18 mg, 0.745 mmol). Stir the mixture for 2 hours at 50° C. Concentrate, add water, extract with ether, acidify the aqueous layer to pH 6-7, extract with EtOAc, and concentrate to give (S)-1-[4-(4-tert-butyl-phenylamino)-7-(3-trifluoromethyl-pyridin-2-yl)-quinazolin-2-ylmethyl]-pyrrol... The reactants are O1CCCC1 (tetrahydrofuran), C(C)OC(COC1=CC=C(C=C1)C=1OC(C(=C(C1)O)SC1=C(C=CC=C1)C(C)C)=O)=O (4-[4-Hydroxy-5-[(2-isopropylphenyl)thio]-6-oxo-6H-pyran-2-yl]phenoxy acetic acid ethyl ester), [OH-].[Na+] (sodium hydroxide), Cl (hydrochloric acid). Run in O (water). Run at time 1.5 hour. The product is OC=1C=C(OC(C1SC1=C(C=CC=C1)C(C)C)=O)C1=CC=C(OCC(=O)O)C=C1 (4-[4-Hydroxy-5-[(2-isopropylphenyl)thio]-6-oxo-6H-pyran-2-yl]-phenoxy acetic acid). RXN SMILES: O1CCCC1.C([O:8][C:9](=[O:36])[CH2:10][O:11][C:12]1[CH:17]=[CH:16][C:15]([C:18]2[O:19][C:20](=[O:35])[C:21]([S:25][C:26]3[CH:31]=[CH:30][CH:29]=[CH:28][C:27]=3[CH:32]([CH3:34])[CH3:33])=[C:22]([OH:24])[CH:23]=2)=[CH:14][CH:13]=1)C.[OH-].[Na+].Cl>O>[OH:24][C:22]1[CH:23]=[C:18]([C:15]2[CH:14]=[CH:13][C:12]([O:11][CH2:10][C:9]([OH:36])=[O:8])=[CH:17][CH:16]=2)[O:19][C:20](=[O:35])[C:21]=1[S:25][C:26]1[CH:31]=[CH:30][CH:29]=[CH:28][C:27]=1[CH:32]([CH3:33])[CH3:34] |f:2.3|. Procedure: To a tetrahydrofuran (10 ml) solution of 4-[4-Hydroxy-5-[(2-isopropylphenyl)thio]-6-oxo-6H-pyran-2-yl]phenoxy acetic acid ethyl ester (0.319 g. 0.75 mmol) was added 1N sodium hydroxide (1.80 mL, 1.81 mmol). The reaction was stirred for 1.5 h, and then water (10 ml) was added followed by acidification with conc. hydrochloric acid to pH 2. The aqueous layer was then extracted 2× with ethyl acetate (100 ml). the combined organic extracts were then washed with saturated sodium chloride and dried ove...